This data is from the Open Reaction Database (ORD), a public repository of structured organic reaction records. The task is: describe an organic reaction: reactants, conditions, products, and yield Reactants: ClC1=CC=C(C(=N1)CN1CCOCC1)C(=O)N (6-chloro-2-(morpholin-4-ylmethyl)pyridine-3-carboxamide), NC=1SC(=CC1C(=O)N)C1=C(C=C(C=C1)C(C)(C)O)F (2-amino-5-[2-fluoro-4-(1-hydroxy-1-methylethyl)phenyl]thiophene-3-carboxamide). Product: NC(=O)C1=C(SC(=C1)C1=C(C=C(C=C1)C(C)(C)O)F)NC1=NC(=C(C(=O)N)C=C1)CN1CCOCC1 (6-({3-(Aminocarbonyl)-5-[2-fluoro-4-(1-hydroxy-1-methylethyl)phenyl]-2-thienyl}amino)-2-(morpholin-4-ylmethyl)nicotinamide). RXN SMILES: Cl[C:2]1[N:7]=[C:6]([CH2:8][N:9]2[CH2:14][CH2:13][O:12][CH2:11][CH2:10]2)[C:5]([C:15]([NH2:17])=[O:16])=[CH:4][CH:3]=1.[NH2:18][C:19]1[S:20][C:21]([C:27]2[CH:32]=[CH:31][C:30]([C:33]([OH:36])([CH3:35])[CH3:34])=[CH:29][C:28]=2[F:37])=[CH:22][C:23]=1[C:24]([NH2:26])=[O:25]>>[NH2:26][C:24]([C:23]1[CH:22]=[C:21]([C:27]2[CH:32]=[CH:31][C:30]([C:33]([OH:36])([CH3:35])[CH3:34])=[CH:29][C:28]=2[F:37])[S:20][C:19]=1[NH:18][C:2]1[CH:3]=[CH:4][C:5]([C:15]([NH2:17])=[O:16])=[C:6]([CH2:8][N:9]2[CH2:14][CH2:13][O:12][CH2:11][CH2:10]2)[N:7]=1)=[O:25]. Procedure: The title compound was prepared according to the general procedure in Example 1 using 6-chloro-2-(morpholin-4-ylmethyl)pyridine-3-carboxamide (87 mg, 0.34 mmol) and 2-amino-5-[2-fluoro-4-(1-hydroxy-1-methylethyl)phenyl]thiophene-3-carboxamide (100 mg, 0.34 mmol) as the starting materials. Starting materials: [H-].[Na+] (Sodium hydride), C(#N)C(C(=O)OCC)C1=C(C(=CC=C1)OC1=C(C=CC=C1)C)OC (ethyl 2-cyano-2-[2-methoxy-3-(o-tolyloxy)phenyl]acetate), C(C)Br (ethyl bromide). The product is C(#N)C(C(=O)OCC)(CC)C1=C(C(=CC=C1)OC1=C(C=CC=C1)C)OC (ethyl 2-cyano-2-[2-methoxy-3-(o-tolyloxy)phenyl]butyrate). The yield is 99.0%. RXN SMILES: [H-].[Na+].[C:3]([CH:5]([C:11]1[CH:16]=[CH:15][CH:14]=[C:13]([O:17][C:18]2[CH:23]=[CH:22][CH:21]=[CH:20][C:19]=2[CH3:24])[C:12]=1[O:25][CH3:26])[C:6]([O:8][CH2:9][CH3:10])=[O:7])#[N:4].[CH2:27](Br)[CH3:28]>>[C:3]([C:5]([C:11]1[CH:16]=[CH:15][CH:14]=[C:13]([O:17][C:18]2[CH:23]=[CH:22][CH:21]=[CH:20][C:19]=2[CH3:24])[C:12]=1[O:25][CH3:26])([CH2:27][CH3:28])[C:6]([O:8][CH2:9][CH3:10])=[O:7])#[N:4] |f:0.1|. Procedure details: Sodium hydride (50%, 650 mg), ethyl 2-cyano-2-[2-methoxy-3-(o-tolyloxy)phenyl]acetate (4 g) and ethyl bromide (3.35 g) were treated in a similar, manner to that of Example 10-(5) to give oily ethyl 2-cyano-2-[2-methoxy-3-(o-tolyloxy)phenyl]butyrate (4.3 g). As a reaction SMILES: [CH2:1]([O:3][C:4]([C@@:6]1([NH:11][C:12]([C@@H:14]2[CH2:18][C@@H:17]([O:19][C:20]3[C:29]4[C:24](=[CH:25][C:26]([O:30][CH3:31])=[CH:27][CH:28]=4)[N:23]=[C:22]([C:32]4[CH:37]=[CH:36][CH:35]=[CH:34][CH:33]=4)[CH:21]=3)[CH2:16][C@H:15]2[C:38]([N:40]([CH2:49][CH2:50][CH2:51][CH2:52][CH2:53][CH:54]=[CH2:55])[NH:41][C:42]([O:44][C:45]([CH3:48])([CH3:47])[CH3:46])=[O:43])=[O:39])=[O:13])[CH2:8][C@H:7]1C=C)=[O:5])[CH3:2]>C(Cl)Cl.CC1C=C(C)C(N2C(=[Ru](Cl)(Cl)=CC3C=CC=CC=3OC(C)C)N(C3C(C)=CC(C)=CC=3C)CC2)=C(C)C=1>[CH2:1]([O:3][C:4]([C@@:6]12[CH2:8][C@H:7]1[CH:55]=[CH:54][CH2:53][CH2:52][CH2:51][CH2:50][CH2:49][N:40]([NH:41][C:42]([O:44][C:45]([CH3:48])([CH3:46])[CH3:47])=[O:43])[C:38](=[O:39])[C@H:15]1[C@@H:14]([CH2:18][C@@H:17]([O:19][C:20]3[C:29]4[C:24](=[CH:25][C:26]([O:30][CH3:31])=[CH:27][CH:28]=4)[N:23]=[C:22]([C:32]4[CH:33]=[CH:34][CH:35]=[CH:36][CH:37]=4)[CH:21]=3)[CH2:16]1)[C:12](=[O:13])[NH:11]2)=[O:5])[CH3:2]. The product is C(C)OC(=O)[C@@]12NC([C@@H]3C[C@H](C[C@H]3C(N(CCCCC\C=C/[C@@H]2C1)NC(=O)OC(C)(C)C)=O)OC1=CC(=NC2=CC(=CC=C12)OC)C1=CC=CC=C1)=O ((Z)-(1R,4R,6S,16R,18R)-14-tert-Butoxycarbonylamino-18-(7-methoxy-2-phenyl-quinolin-4-yloxy)-2,15-dioxo-3,14-diaza-tricyclo[14.3.0.04,6]nonadec-7-ene-4-carboxylic acid ethyl ester). The yield is 70.4%. Reported procedure: A solution of 38 (158 mg, 0.209 mmol) in dry DCM (25 mL) was bubbled with argon for 5 min. To the stirred solution under argon atmosphere was then added a solution of Hoveyda-Grubbs catalyst 2nd generation (11 mg, 0.018 mmol) in dry DCM (5 mL). The mixture was stirred at reflux under argon atmosphere for 16 h. The solvent was evaporated and purification by HPLC (MeOH/H2O 90:10 with 0.2% triethylamine) yielded the target compound (107 mg, 70%) as a colorless solid. The solvent is C(Cl)Cl (DCM), C(Cl)Cl (DCM). Reactants: C(C)OC(=O)[C@@]1([C@@H](C1)C=C)NC(=O)[C@H]1[C@@H](C[C@@H](C1)OC1=CC(=NC2=CC(=CC=C12)OC)C1=CC=CC=C1)C(=O)N(NC(=O)OC(C)(C)C)CCCCCC=C ((1R,2S)-1-{[(1R,2R,4R)-2-(N′-tert-Butoxycarbonyl-N-hept-6-enyl-hydrazinocarbonyl)-4-(7-methoxy-2-phenyl-quinolin-4-yloxy)-cyclopentanecarbonyl]-amino}-2-vinyl-cyclopropanecarboxylic acid ethyl ester). The reagents and catalysts are CC1=CC(=C(C(=C1)C)N2CCN(C2=[Ru](=CC3=C(C=CC=C3)OC(C)C)(Cl)Cl)C4=C(C=C(C=C4C)C)C)C (Hoveyda-Grubbs catalyst 2nd generation). Starting materials: FC1=CC=C(C=C1)C(CCCN1CCC(CC1)C(C1=C(C=CC=C1)F)=O)C1=CC=C(C=C1)F (1-[4,4-bis(4-fluorophenyl)-1-butyl]-4-(2-fluorobenzoyl)piperidine), O.NN (hydrazine hydrate). Solvent: O (water). Yields the product FC1=CC=C(C=C1)C(CCCN1CCC(CC1)C1=NNC2=CC=CC=C12)C1=CC=C(C=C1)F (3-[1-[4,4-bis(4-Fluorophenyl)butyl]-4-piperidinyl]-1H-indazole). The yield is 47.4%. RXN SMILES: [F:1][C:2]1[CH:7]=[CH:6][C:5]([CH:8]([C:27]2[CH:32]=[CH:31][C:30]([F:33])=[CH:29][CH:28]=2)[CH2:9][CH2:10][CH2:11][N:12]2[CH2:17][CH2:16][CH:15]([C:18](=O)[C:19]3[CH:24]=[CH:23][CH:22]=[CH:21][C:20]=3F)[CH2:14][CH2:13]2)=[CH:4][CH:3]=1.O.[NH2:35][NH2:36]>O>[F:1][C:2]1[CH:7]=[CH:6][C:5]([CH:8]([C:27]2[CH:32]=[CH:31][C:30]([F:33])=[CH:29][CH:28]=2)[CH2:9][CH2:10][CH2:11][N:12]2[CH2:17][CH2:16][CH:15]([C:18]3[C:19]4[C:20](=[CH:21][CH:22]=[CH:23][CH:24]=4)[NH:36][N:35]=3)[CH2:14][CH2:13]2)=[CH:4][CH:3]=1 |f:1.2|. Reported procedure: A solution of 8.0 g of 1-[4,4-bis(4-fluorophenyl)-1-butyl]-4-(2-fluorobenzoyl)piperidine and 110 ml of hydrazine hydrate was heated at 150° in an autoclave for 20 hrs, with stirring. The resultant solid was diluted with water, and the mixture extracted with dichloromethane. The dichloromethane was evaporated in vacuo to yield a solid. The solid was recrystallized from toluene to give 3.8 g (47.4%) of product, mp 154°-156° C. Starting materials: C(C(=O)C1=CC=CC=C1)Cl (phenacyl chloride), Cl (hydrochloric acid), C1=CC=C2C(=C1)C=CC(=C2C3=C(C=CC4=CC=CC=C43)O)O ((R)-1,1′-bi-2-naphthol), CC([O-])C.CC([O-])C.CC([O-])C.[Al+3] (aluminum triisopropoxide), CC(C)O (2-propanol). Conditions: temperature 50 celsius, time 1 hour. Procedure: To a slurry solution of 143 mg (0.5 mmol) of (R)-1,1′-bi-2-naphthol in 10 ml of toluene was added 102 mg (0.5 mmol) of aluminum triisopropoxide at room temperature, and the mixture was stirred at room temperature for 20 minutes and further at 50° C. for 1 hour. Thereto 1.52 ml (20 mmol) of 2-propanol was added and the mixture was stirred further at room temperature for 30 minutes. Thereto 1.55 g (10 mmol) of phenacyl chloride was added and the mixture was further stirred at 50° C. for 4 hours. T... Yields the product ClC[C@@H](O)C1=CC=CC=C1 ((S)-2-chloro-1-phenylethanol). Run in O (water), C1(=CC=CC=C1)C (toluene). RXN SMILES: C1C=C2C=CC(O)=C(C3C4C(=CC=CC=4)C=CC=3O)C2=CC=1.CC(C)[O-].CC(C)[O-].CC(C)[O-].[Al+3].CC(O)C.[CH2:40]([Cl:49])[C:41]([C:43]1[CH:48]=[CH:47][CH:46]=[CH:45][CH:44]=1)=[O:42].Cl>C1(C)C=CC=CC=1.O>[Cl:49][CH2:40][C@H:41]([C:43]1[CH:48]=[CH:47][CH:46]=[CH:45][CH:44]=1)[OH:42] |f:1.2.3.4|. The reactants are CCCCC1CCN(CCCC#N)CC1, CCOCC, ClCCl, Cc1cccc(I)c1C. Product: CCCCC1CCN(CCCC(=O)c2cccc(C)c2C)CC1. As a reaction SMILES: [CH2:10]([CH2:11][CH2:12][CH3:13])[CH:14]1[CH2:15][CH2:16][N:17]([CH2:20][CH2:21][CH2:22][C:23]#[N:24])[CH2:18][CH2:19]1.[CH3:25][CH2:26][O:27][CH2:28][CH3:29].[Cl:30][CH2:31][Cl:32].[I:1][c:2]1[c:3]([CH3:9])[c:4]([CH3:8])[cH:5][cH:6][cH:7]1>>[c:2]1([C:23]([CH2:22][CH2:21][CH2:20][N:17]2[CH2:16][CH2:15][CH:14]([CH2:10][CH2:11][CH2:12][CH3:13])[CH2:19][CH2:18]2)=[O:27])[c:3]([CH3:9])[c:4]([CH3:8])[cH:5][cH:6][cH:7]1.